Dataset: the Open Reaction Database (ORD), a public repository of structured organic reaction records. Task: describe an organic reaction: reactants, conditions, products, and yield Reactants: C1(O)=CC=C(O)C=C1 (hydroquinone), [N+](=O)([O-])C=1C=C(C(C(=O)Cl)=CC1)C(=O)Cl (4-nitrophthalic acid dichloride). The solvent is CCO (EtOH). The product is [N+](=O)([O-])C=1C=C2C(C=3C(=CC=C(C3C(C2=CC1)=O)O)O)=O (6-nitro-1,4-dihydroxy-9,10-anthraquinone). The yield is 75.0%. Reaction SMILES: [C:1]1([CH:8]=[CH:7][C:5]([OH:6])=[CH:4][CH:3]=1)[OH:2].[N+:9]([C:12]1[CH:13]=[C:14]([C:21](Cl)=[O:22])[C:15](=[CH:19][CH:20]=1)[C:16](Cl)=[O:17])([O-:11])=[O:10]>CCO>[N+:9]([C:12]1[CH:13]=[C:14]2[C:15](=[CH:19][CH:20]=1)[C:16](=[O:17])[C:8]1[C:1]([OH:2])=[CH:3][CH:4]=[C:5]([OH:6])[C:7]=1[C:21]2=[O:22])([O-:11])=[O:10]. Procedure details: The method was similar to that in Example 1 but using 11.0 g (0.1 mols) of hydroquinone and 24.7 g (0.1 mols) of 4-nitrophthalic acid dichloride. The product was 21.4 g (75% yield) of 6-nitro-1,4-dihydroxy-9,10-anthraquinone (5), m.p.=226°-228° C. (EtOH). The compound had the following characteristics: Reactants: CP(C)C (trimethylphosphine), COC1=CC=C(C(C2=CC=CC=C2)=N)C=C1 (4-methoxybenzophenone imine). Reagents/catalysts: C/C(=C/C(=O)C)/[O-].C/C(=C/C(=O)C)/[O-].[Ni+2] (nickel acetylacetonate), [Ni] (nickel). Reaction conditions: time 2 hour. The product is C1(=CC=CC=C1)C1=CC=C(C=C1)OC (4-phenylanisole). Isolated yield 1600.0%. As a reaction SMILES: CP(C)C.[CH3:5][O:6][C:7]1[CH:20]=[CH:19][C:10]([C:11](=N)[C:12]2[CH:17]=[CH:16][CH:15]=[CH:14]C=2)=[CH:9][CH:8]=1>[Ni].C/C(/[O-])=C/C(C)=O.C/C(/[O-])=C/C(C)=O.[Ni+2]>[C:11]1([C:10]2[CH:9]=[CH:8][C:7]([O:6][CH3:5])=[CH:20][CH:19]=2)[CH:12]=[CH:17][CH:16]=[CH:15][CH:14]=1 |f:3.4.5|. Reported procedure: The procedure was identical to Example 1, with the exception that the nickel catalyst used was derived in situ from a combination of anhydrous nickel acetylacetonate (0.026 g; 5 mol %) and trimethylphosphine (0.20 mL of 1M solution in toluene; 10 mol %). GC analysis of the organic phase of the hydrolyzed reaction sample after 2 h at 60° C. showed the presence of 1.76 mmol (88% yield) of 4-phenylanisole, 0.11 mmol of 4-methoxybenzophenone imine, and no remaining 4-methoxybenzonitrile in the react...